This data is from the Open Reaction Database (ORD), a public repository of structured organic reaction records. The task is: describe an organic reaction: reactants, conditions, products, and yield The reactants are C(CCCCCCC\C=C/CCCCCCCC)(=O)O (oleic acid), FC(C(F)(F)F)(O)C(C(C(C(C(C(C(C(F)(F)F)(F)F)(F)F)(F)F)(F)F)(F)F)(F)F)(F)F (perfluorooctylethanol), C1(=CC=CC=C1)C (toluene), C1(=CC=C(C=C1)S(=O)(=O)O)C (p-toluenesulfonic acid). Solvent: O (water). The product is C(CCCCCCC\C=C/CCCCCCCC)(=O)OC(C(F)(F)F)(C(C(C(C(C(C(C(C(F)(F)F)(F)F)(F)F)(F)F)(F)F)(F)F)(F)F)(F)F)F (perfluorooctylethyl oleate). Yield: 92.9%. RXN SMILES: [C:1]([OH:20])(=[O:19])[CH2:2][CH2:3][CH2:4][CH2:5][CH2:6][CH2:7][CH2:8]/[CH:9]=[CH:10]\[CH2:11][CH2:12][CH2:13][CH2:14][CH2:15][CH2:16][CH2:17][CH3:18].[F:21][C:22]([C:28]([F:52])([F:51])[C:29]([F:50])([F:49])[C:30]([F:48])([F:47])[C:31]([F:46])([F:45])[C:32]([F:44])([F:43])[C:33]([F:42])([F:41])[C:34]([F:40])([F:39])[C:35]([F:38])([F:37])[F:36])(O)[C:23]([F:26])([F:25])[F:24].C1(C)C=CC=CC=1.C1(C)C=CC(S(O)(=O)=O)=CC=1>O>[C:1]([O:20][C:22]([F:21])([C:28]([F:51])([F:52])[C:29]([F:49])([F:50])[C:30]([F:47])([F:48])[C:31]([F:45])([F:46])[C:32]([F:43])([F:44])[C:33]([F:42])([F:41])[C:34]([F:40])([F:39])[C:35]([F:38])([F:37])[F:36])[C:23]([F:26])([F:25])[F:24])(=[O:19])[CH2:2][CH2:3][CH2:4][CH2:5][CH2:6][CH2:7][CH2:8]/[CH:9]=[CH:10]\[CH2:11][CH2:12][CH2:13][CH2:14][CH2:15][CH2:16][CH2:17][CH3:18]. Procedure details: With 57 g of oleic acid were mixed 93 g of perfluorooctylethanol and 340 ml of toluene, and 3 g of p-toluenesulfonic acid was slowly added with stirring. The resulting mixture was vigorously refluxed for about 1 hour and 30 minutes to carry out the reaction until water was removed azeotropically. After completion of the reaction, the reaction mixture was cooled and then concentrated under reduced pressure to remove the toluene, and the residue was dissolved in 300 ml of n-hexane. The resulting s... Reactants: C(C1=CC=CC=C1)(=O)Cl (benzoyl chloride), C(CCCCCCCCCCCCCCCCC)N (stearylamine), Cl (hydrogen chloride). Run in C1(=CC=CC=C1)C (toluene). Conditions: temperature 80 celsius. Product: C(CCCCCCCCCCCCCCCCC)NC(C1=CC=CC=C1)=O (N-stearylbenzamide). The yield is 83.0%. RXN SMILES: [CH2:1]([NH2:19])[CH2:2][CH2:3][CH2:4][CH2:5][CH2:6][CH2:7][CH2:8][CH2:9][CH2:10][CH2:11][CH2:12][CH2:13][CH2:14][CH2:15][CH2:16][CH2:17][CH3:18].[C:20](Cl)(=[O:27])[C:21]1[CH:26]=[CH:25][CH:24]=[CH:23][CH:22]=1.Cl>C1(C)C=CC=CC=1>[CH2:1]([NH:19][C:20](=[O:27])[C:21]1[CH:26]=[CH:25][CH:24]=[CH:23][CH:22]=1)[CH2:2][CH2:3][CH2:4][CH2:5][CH2:6][CH2:7][CH2:8][CH2:9][CH2:10][CH2:11][CH2:12][CH2:13][CH2:14][CH2:15][CH2:16][CH2:17][CH3:18]. Procedure details: 27 g of stearylamine was dispersed in 100 ml of toluene. To this dispersion was added 13 g of benzoyl chloride at 70° C. An exothermic reaction occurred and the temperature of the mixture increased to 80° C. The reaction mixture was heated to 100° C. and that temperature was maintained for about 20 hours until generation of hydrogen chloride gas was terminated. The reaction mixture was cooled, from which white crude crystals were separated. The thus obtained white crystals were neutralized with ... The reactants are O=C([O-])[O-], C1CCOC1, CCOC(=O)Cl, FC(F)(F)c1cc(CNCc2cc3ccccc3nc2N2CCN(CC3CCCCC3)CC2)cc(C(F)(F)F)c1, [K+], [K+], O. Product: CCOC(=O)N(Cc1cc(C(F)(F)F)cc(C(F)(F)F)c1)Cc1cc2ccccc2nc1N1CCN(CC2CCCCC2)CC1. RXN SMILES: [C:1](=[O:2])([O-:3])[O-:4].[CH2:54]1[O:55][CH2:56][CH2:57][CH2:58]1.[Cl:47][C:48](=[O:49])[O:50][CH2:51][CH3:52].[F:7][C:8]([c:9]1[cH:10][c:11]([CH2:12][NH:13][CH2:14][c:15]2[c:16]([N:25]3[CH2:26][CH2:27][N:28]([CH2:31][CH:32]4[CH2:33][CH2:34][CH2:35][CH2:36][CH2:37]4)[CH2:29][CH2:30]3)[n:17][c:18]3[cH:19][cH:20][cH:21][cH:22][c:23]3[cH:24]2)[cH:38][c:39]([C:41]([F:42])([F:43])[F:44])[cH:40]1)([F:45])[F:46].[K+:5].[K+:6].[OH2:53]>>[F:7][C:8]([c:9]1[cH:10][c:11]([CH2:12][N:13]([CH2:14][c:15]2[c:16]([N:25]3[CH2:26][CH2:27][N:28]([CH2:31][CH:32]4[CH2:33][CH2:34][CH2:35][CH2:36][CH2:37]4)[CH2:29][CH2:30]3)[n:17][c:18]3[cH:19][cH:20][cH:21][cH:22][c:23]3[cH:24]2)[C:48](=[O:49])[O:50][CH2:51][CH3:52])[cH:38][c:39]([C:41]([F:42])([F:43])[F:44])[cH:40]1)([F:45])[F:46].